From a dataset of the Open Reaction Database (ORD), a public repository of structured organic reaction records. describe an organic reaction: reactants, conditions, products, and yield The reactants are N1(CCCCC1)CC1=CC=C(C=C1)NC(\C=C\C1=CC(=CC=C1)C1=CC=C(C=C1)C)=O ((E)-N-[4-(piperidino-methyl)-phenyl]-3-(4-methylphenyl)cinnamamide), CI (methyl iodide). Run in CN(C)C=O (DMF). Reaction conditions: time 20 hour. Product: [I-].C[N+]1(CCCCC1)CC1=CC=C(C=C1)NC(\C=C\C1=CC(=CC=C1)C1=CC=C(C=C1)C)=O ((E)-1-methyl-1-[4-(3-(4-methyl-phenyl)cinnamamido)benzyl]-piperidinium iodide). The yield is 92.4%. RXN SMILES: [N:1]1([CH2:7][C:8]2[CH:13]=[CH:12][C:11]([NH:14][C:15](=[O:31])/[CH:16]=[CH:17]/[C:18]3[CH:23]=[CH:22][CH:21]=[C:20]([C:24]4[CH:29]=[CH:28][C:27]([CH3:30])=[CH:26][CH:25]=4)[CH:19]=3)=[CH:10][CH:9]=2)[CH2:6][CH2:5][CH2:4][CH2:3][CH2:2]1.[CH3:32][I:33]>CN(C=O)C>[I-:33].[CH3:32][N+:1]1([CH2:7][C:8]2[CH:9]=[CH:10][C:11]([NH:14][C:15](=[O:31])/[CH:16]=[CH:17]/[C:18]3[CH:23]=[CH:22][CH:21]=[C:20]([C:24]4[CH:29]=[CH:28][C:27]([CH3:30])=[CH:26][CH:25]=4)[CH:19]=3)=[CH:12][CH:13]=2)[CH2:6][CH2:5][CH2:4][CH2:3][CH2:2]1 |f:3.4|. Reported procedure: In DMF (4ml) was dissolved (E)-N-[4-(piperidino-methyl)-phenyl]-3-(4-methylphenyl)cinnamamide (0.41g), and to the mixture was added methyl iodide (0.43g). The mixture was stirred at room temperature for 20 hours and concentrated under reduced pressure. The residue was crystallized from ethyl acetate to give (E)-1-methyl-1-[4-(3-(4-methyl-phenyl)cinnamamido)benzyl]-piperidinium iodide (Compound 72) (0.51g) as pale yellow crystals. Reactants: C(C)(C)(C)OC(=O)N1CCC(CC1)C(O)C1=C(C=NC=C1)Br (4-[(3-bromo-pyridin-4-yl)-hydroxy-methyl]-piperidine-1-carboxylic acid tert-butyl ester), [OH-].[Na+] (NaOH). The reagents and catalysts are [Pd] (Pd/C). The solvent is CO (MeOH). Run at time 1 hour. Yields the product C(C)(C)(C)OC(=O)N1CCC(CC1)C(C1=CC=NC=C1)O (4-(hydroxy-pyridin-4-yl-methyl)-piperidine-1-carboxylic acid tert-butyl ester). Yield: 81.2%. RXN SMILES: [C:1]([O:5][C:6]([N:8]1[CH2:13][CH2:12][CH:11]([CH:14]([C:16]2[CH:21]=[CH:20][N:19]=[CH:18][C:17]=2Br)[OH:15])[CH2:10][CH2:9]1)=[O:7])([CH3:4])([CH3:3])[CH3:2].[OH-].[Na+]>CO.[Pd]>[C:1]([O:5][C:6]([N:8]1[CH2:9][CH2:10][CH:11]([CH:14]([OH:15])[C:16]2[CH:21]=[CH:20][N:19]=[CH:18][CH:17]=2)[CH2:12][CH2:13]1)=[O:7])([CH3:4])([CH3:2])[CH3:3] |f:1.2|. Procedure: To a solution of the above alcohol (610 mg, 1.6 mmol) in MeOH (5 mL) in a Parr flask was added 10% Pd/C (100 mg) under N2. The mixture was hydrogenated at room temperature under 1.5 atm H2 for 1 h. 3N NaOH (5 mL) was added and the mixture was extracted with CHCl3 (20 mL×2). The solution was filtered through a short pad of Celite® to give the 4-(hydroxy-pyridin-4-yl-methyl)-piperidine-1-carboxylic acid tert-butyl ester (380 mg, 81%) as a colourless oil.